Dataset: the Open Reaction Database (ORD), a public repository of structured organic reaction records. Task: describe an organic reaction: reactants, conditions, products, and yield Reactants: B(Br)(Br)Br.ClCCl (boron tribromide dichloromethane), C(C)(=O)N1CC2=C(C(=CC=C2[C@H](C1)C1=CC(=C(C=C1)OC)OC)OC)OC ((R)-(-)-N-acetyl-7,8-dimethoxy-4-(3,4-dimethoxyphenyl)-1,2,3,4-tetrahydroisoquinoline), CO (methanol). Solvent: ClCCl (dichloromethane). The product is C(C)(=O)N1CC2=C(C(=CC=C2[C@H](C1)C1=CC(=C(C=C1)O)O)O)O ((R)-(-)-N-acetyl-7,8-dihydroxy-4-(3,4-dihyroxyphenyl)-1,2,3,4-tetrahydroisoquinoline). Isolated yield 96.6%. Reaction SMILES: [C:1]([N:4]1[CH2:13][C@H:12]([C:14]2[CH:19]=[CH:18][C:17]([O:20]C)=[C:16]([O:22]C)[CH:15]=2)[C:11]2[C:6](=[C:7]([O:26]C)[C:8]([O:24]C)=[CH:9][CH:10]=2)[CH2:5]1)(=[O:3])[CH3:2].B(Br)(Br)Br.ClCCl.CO>ClCCl>[C:1]([N:4]1[CH2:13][C@H:12]([C:14]2[CH:19]=[CH:18][C:17]([OH:20])=[C:16]([OH:22])[CH:15]=2)[C:11]2[C:6](=[C:7]([OH:26])[C:8]([OH:24])=[CH:9][CH:10]=2)[CH2:5]1)(=[O:3])[CH3:2] |f:1.2|. Procedure details: (i)1.78 g of (R)-(-)-N-acetyl-7,8-dimethoxy-4-(3,4-dimethoxyphenyl)-1,2,3,4-tetrahydroisoquinoline was dissolved in 9 ml of dichloromethane; after adding 24 ml of 1M boron tribromide-dichloromethane solution at -30 ° C., the mixture was reacted at room temperature for 90 minutes. Then 4.4 ml of methanol was added at -30° C. The reaction solution was concentrated and subjected twice to azeotropic distillation with methanol. To the residue was added 17.8 ml of 0.1N hydrochloric acid. The crystals ... Starting materials: ClC1=CC=C(CN2C(=C(C3=CC(=CC=C23)OCC2=NC3=CC=CC=C3C=C2)C(C(C)(C)C)=O)CC(C(=O)OC)(C)C)C=C1 (methyl 3-[1-(4-chlorobenzyl)-3-trimethylacetyl-5-(quinolin-2-ylmethoxy)indol-2-yl]-2,2-dimethylpropanoate), [BH3-]C#N.[Na+] (NaBH3CN). Reagents/catalysts: [Zn+2].[I-].[I-] (ZnI2). Solvent: ClC(C)Cl (dichloroethane). Run at time 3 hour. The product is ClC1=CC=C(CN2C(=C(C3=CC(=CC=C23)OCC2=NC3=CC=CC=C3C=C2)CC(C)(C)C)CC(C(=O)OC)(C)C)C=C1 (Methyl 3-[1-(4-chlorobenzyl)-3-(2,2-dimethylpropyl)-5-(quinolin-2-ylmethoxy)indol-2-yl]-2,2-dimethylpropanoate). RXN SMILES: [Cl:1][C:2]1[CH:43]=[CH:42][C:5]([CH2:6][N:7]2[C:15]3[C:10](=[CH:11][C:12]([O:16][CH2:17][C:18]4[CH:27]=[CH:26][C:25]5[C:20](=[CH:21][CH:22]=[CH:23][CH:24]=5)[N:19]=4)=[CH:13][CH:14]=3)[C:9]([C:28](=O)[C:29]([CH3:32])([CH3:31])[CH3:30])=[C:8]2[CH2:34][C:35]([CH3:41])([CH3:40])[C:36]([O:38][CH3:39])=[O:37])=[CH:4][CH:3]=1.[BH3-]C#N.[Na+]>ClC(Cl)C.[Zn+2].[I-].[I-]>[Cl:1][C:2]1[CH:3]=[CH:4][C:5]([CH2:6][N:7]2[C:15]3[C:10](=[CH:11][C:12]([O:16][CH2:17][C:18]4[CH:27]=[CH:26][C:25]5[C:20](=[CH:21][CH:22]=[CH:23][CH:24]=5)[N:19]=4)=[CH:13][CH:14]=3)[C:9]([CH2:28][C:29]([CH3:32])([CH3:31])[CH3:30])=[C:8]2[CH2:34][C:35]([CH3:41])([CH3:40])[C:36]([O:38][CH3:39])=[O:37])=[CH:42][CH:43]=1 |f:1.2,4.5.6|. Procedure: A mixture of methyl 3-[1-(4-chlorobenzyl)-3-trimethylacetyl-5-(quinolin-2-ylmethoxy)indol-2-yl]-2,2-dimethylpropanoate (EP 419,049; Example 8, Step A) (15.64 g), ZnI2 (25.2 g), and NaBH3CN (16.4 g) in 210 mL dichloroethane was stirred using a mechanical stirrer at r.t. for 30 minutes and then at 73° C. for 3 hours. The reaction mixture was allowed to cool, poured onto NH4OAc (aq), and extracted (3x EtOAc). The organic phase was dried (MgSO4), evaporated, and the residue chromatographed (silica g...